This data is from the Open Reaction Database (ORD), a public repository of structured organic reaction records. The task is: describe an organic reaction: reactants, conditions, products, and yield The reactants are ice water, C(C)(=O)C1(CC2=C(C=CC(=C2CC1)OC)OC)NC(=O)C (2-Acetyl-2-acetamino-1,2,3,4-tetrahydro-5,8-dimethoxynaphthalene), [Cl-].[Na+] (sodium chloride), C1(C=2C(C(=O)O1)=CC=CC2)=O (phthalic anhydride), [Cl-].[Al+3].[Cl-].[Cl-] (aluminum chloride), resultant mixture. Run in C(C(=O)O)(=O)O (oxalic acid). Reaction conditions: temperature 180 celsius, time 2 minute. Yields the product C(C)(=O)C1(CCC=2C(=C3C(C=4C=CC=CC4C(C3=C(C2C1)O)=O)=O)O)NC(=O)C (9-acetyl-9-acetamino-6,11-dihydroxy-7,8,9,10-tetrahydro-5,12-naphthacenedione). Reaction SMILES: [C:1]([C:4]1([NH:18][C:19]([CH3:21])=[O:20])[CH2:13][CH2:12][C:11]2[C:6](=[C:7]([O:16]C)[CH:8]=[CH:9][C:10]=2[O:14]C)[CH2:5]1)(=[O:3])[CH3:2].[C:22]1(=O)[O:27][C:25](=[O:26])[C:24]2=[CH:28][CH:29]=[CH:30][CH:31]=[C:23]12.[Cl-].[Al+3].[Cl-].[Cl-].[Cl-].[Na+]>C(O)(=O)C(O)=O>[C:1]([C:4]1([NH:18][C:19]([CH3:21])=[O:20])[CH2:5][C:6]2[C:7]([OH:16])=[C:8]3[C:9]([C:22](=[O:27])[C:23]4[CH:31]=[CH:30][CH:29]=[CH:28][C:24]=4[C:25]3=[O:26])=[C:10]([OH:14])[C:11]=2[CH2:12][CH2:13]1)(=[O:3])[CH3:2] |f:2.3.4.5,6.7|. Procedure details: 2-Acetyl-2-acetamino-1,2,3,4-tetrahydro-5,8-dimethoxynaphthalene (2.8 g), phthalic anhydride (3.4 g), aluminum chloride (40 g) and sodium chloride (8 g) were pulverized and mixed well and charged in a flask previously heated at 180° C. Heating was continued at 180° C. to melt the contents. After melting, heating was further continued for 2 minutes. Then, the temperature was quickly lowered to room temperature, followed by incorporation of a saturated oxalic acid solution (500 ml) cooled with ice... Yields the product CN1Cc2ccccc2C(c2ccccc2)NC1=O. RXN SMILES: [C:18](=[O:19])([c:20]1[nH:21][cH:22][cH:23][n:24]1)[c:25]1[nH:26][cH:27][cH:28][n:29]1.[CH3:1][NH:2][CH2:3][c:4]1[c:5]([CH:10]([NH2:11])[c:12]2[cH:13][cH:14][cH:15][cH:16][cH:17]2)[cH:6][cH:7][cH:8][cH:9]1.[CH:30]([Cl:31])([Cl:32])[Cl:33]>>[CH3:1][N:2]1[CH2:3][c:4]2[c:5]([cH:6][cH:7][cH:8][cH:9]2)[CH:10]([c:12]2[cH:13][cH:14][cH:15][cH:16][cH:17]2)[NH:11][C:18]1=[O:19]. The reactants are O=C(c1ncc[nH]1)c1ncc[nH]1, CNCc1ccccc1C(N)c1ccccc1, ClC(Cl)Cl. The reactants are OCC1=CC=C(C=C1)CCNC(CC1N(C=CNC1=O)S(=O)(=O)C1=CC=C(C=C1)C)=O (N-[2-(4-hydroxymethyl-phenyl)-ethyl]-2-[3-oxo-1-(toluene-4-sulfonyl)-1,2,3,4-tetrahydro-pyrazin-2-yl]-acetamide), O=S(Cl)Cl (SOCl2). Run in O1CCOCC1 (1,4-dioxane). Product: ClCC1=CC=C(C=C1)CCNC(CC1N(C=CNC1=O)S(=O)(=O)C1=CC=C(C=C1)C)=O (N-[2-(4-chloromethyl-phenyl)-ethyl]-2-[3-oxo-1-(toluene-4-sulfonyl)-1,2,3,4-tetrahydro-pyrazin-2-yl]-acetamide). As a reaction SMILES: O[CH2:2][C:3]1[CH:8]=[CH:7][C:6]([CH2:9][CH2:10][NH:11][C:12](=[O:31])[CH2:13][CH:14]2[C:19](=[O:20])[NH:18][CH:17]=[CH:16][N:15]2[S:21]([C:24]2[CH:29]=[CH:28][C:27]([CH3:30])=[CH:26][CH:25]=2)(=[O:23])=[O:22])=[CH:5][CH:4]=1.O=S(Cl)[Cl:34]>O1CCOCC1>[Cl:34][CH2:2][C:3]1[CH:8]=[CH:7][C:6]([CH2:9][CH2:10][NH:11][C:12](=[O:31])[CH2:13][CH:14]2[C:19](=[O:20])[NH:18][CH:17]=[CH:16][N:15]2[S:21]([C:24]2[CH:29]=[CH:28][C:27]([CH3:30])=[CH:26][CH:25]=2)(=[O:23])=[O:22])=[CH:5][CH:4]=1. Reported procedure: To a suspension of N-[2-(4-hydroxymethyl-phenyl)-ethyl]-2-[3-oxo-1-(toluene-4-sulfonyl)-1,2,3,4-tetrahydro-pyrazin-2-yl]-acetamide (0.376 g, 0.85 mmol) in 1,4-dioxane (10 mL) was added SOCl2 (Aldrich, 0.25 mL, 3.4 mmol) at rt. The reaction mixture was concentrated in vacuo after 30 min. The crude product was used in next step without purification. MS (ESI): 464 (M+H)+. As a reaction SMILES: [Ag:42].[Br:13][CH2:14][c:15]1[c:16]([O:25][CH3:26])[cH:17][c:18]([C:19](=[O:20])[O:21][CH3:22])[cH:23][cH:24]1.[CH3:30][CH2:31][CH2:32][CH2:33][CH2:34][CH3:35].[Cl:27][CH2:28][Cl:29].[N+:1](=[O:2])([O-:3])[c:4]1[cH:5][c:6]2[cH:7][cH:8][nH:9][c:10]2[cH:11][cH:12]1.[O:36]1[CH2:37][CH2:38][O:39][CH2:40][CH2:41]1>>[N+:1](=[O:2])([O-:3])[c:4]1[cH:5][c:6]2[c:7]([CH2:14][c:15]3[c:16]([O:25][CH3:26])[cH:17][c:18]([C:19](=[O:20])[O:21][CH3:22])[cH:23][cH:24]3)[cH:8][nH:9][c:10]2[cH:11][cH:12]1. Reactants: [Ag], COC(=O)c1ccc(CBr)c(OC)c1, CCCCCC, ClCCl, O=[N+]([O-])c1ccc2[nH]ccc2c1, C1COCCO1. The product is COC(=O)c1ccc(Cc2c[nH]c3ccc([N+](=O)[O-])cc23)c(OC)c1. Reactants: CC12C=CC(O)CC1=CCC1C2CCC2(C)C1CCC21OCCO1, CC(=O)OC(C)=O, c1ccncc1. Yields the product CC(=O)OC1C=CC2(C)C(=CCC3C2CCC2(C)C3CCC23OCCO3)C1. RXN SMILES: [CH2:1]1[O:2][C:3]2([C:4]3([CH3:5])[CH:6]([CH2:7][CH2:8]2)[CH:9]2[CH2:10][CH:11]=[C:12]4[CH2:13][CH:14]([OH:22])[CH:15]=[CH:16][C:17]4([CH3:18])[CH:19]2[CH2:20][CH2:21]3)[O:23][CH2:24]1.[CH3:25][C:26](=[O:27])[O:28][C:29](=[O:30])[CH3:31].[cH:32]1[cH:33][cH:34][n:35][cH:36][cH:37]1>>[CH2:1]1[O:2][C:3]2([C:4]3([CH3:5])[CH:6]([CH2:7][CH2:8]2)[CH:9]2[CH2:10][CH:11]=[C:12]4[CH2:13][CH:14]([O:22][C:26]([CH3:25])=[O:27])[CH:15]=[CH:16][C:17]4([CH3:18])[CH:19]2[CH2:20][CH2:21]3)[O:23][CH2:24]1.